This data is from the Open Reaction Database (ORD), a public repository of structured organic reaction records. The task is: describe an organic reaction: reactants, conditions, products, and yield Starting materials: c1ccc2c(c1)OCO2, CCCCCC, CCOC(C)=O, Cl[Al](Cl)Cl, ClCCl, O. Yields the product CCOC(=O)C(=O)c1ccc2c(c1)OCO2. RXN SMILES: [CH2:1]1[O:2][c:3]2[cH:4][cH:5][cH:6][cH:7][c:8]2[O:9]1.[CH3:15][CH2:16][CH2:17][CH2:18][CH2:19][CH3:20].[CH3:21][CH2:22][O:23][C:24]([CH3:25])=[O:26].[Cl:10][Al:11]([Cl:12])[Cl:13].[Cl:27][CH2:28][Cl:29].[OH2:14]>>[CH2:1]1[O:2][c:3]2[cH:4][cH:5][c:6]([C:25](=[O:14])[C:24]([O:23][CH2:22][CH3:21])=[O:26])[cH:7][c:8]2[O:9]1. Yields the product C(C)(=O)C1=C(C(=C(OCC=2C=C(C=CC2)NC(C=2C=C(C(=O)O)C=CC2)=O)C=C1)CCC)O (N-[3-(4-acetyl-3-hydroxy-2-propyl-phenoxymethyl)-phenyl]-isophthalamic acid). The solvent is O1CCCC1 (tetrahydrofuran), C(C)O (ethanol), O (water). Reaction SMILES: [OH-].[Li+].C[O:4][C:5](=[O:36])[C:6]1[CH:35]=[CH:34][CH:33]=[C:8]([C:9]([NH:11][C:12]2[CH:17]=[CH:16][CH:15]=[C:14]([CH2:18][O:19][C:20]3[CH:25]=[CH:24][C:23]([C:26](=[O:28])[CH3:27])=[C:22]([OH:29])[C:21]=3[CH2:30][CH2:31][CH3:32])[CH:13]=2)=[O:10])[CH:7]=1.Cl>O1CCCC1.C(O)C.O>[C:26]([C:23]1[CH:24]=[CH:25][C:20]([O:19][CH2:18][C:14]2[CH:13]=[C:12]([NH:11][C:9](=[O:10])[C:8]3[CH:7]=[C:6]([CH:35]=[CH:34][CH:33]=3)[C:5]([OH:36])=[O:4])[CH:17]=[CH:16][CH:15]=2)=[C:21]([CH2:30][CH2:31][CH3:32])[C:22]=1[OH:29])(=[O:28])[CH3:27] |f:0.1|. The yield is 90.8%. Run at time 8 hour. Procedure details: Add 1N lithium hydroxide (20 mL) to a solution of N-[3-(4-acetyl-3-hydroxy-2-propyl-phenoxymethyl)-phenyl]-isophthalamic acid methyl ester (1.75 g, 3.79 mmol) in tetrahydrofuran (15 mL) and ethanol (10 mL). Stir overnight at room temperature. Dilute with water. Acidify with 1N hydrochloric acid. Concentrate to remove organic solvents; filter and wash with water several times, then with hexanes. Dry to afford the title compound as an off-white powder (1.54 g, 91%): 1H NMR (DMSO-d6) δ 0.89 (t, 3H)... Starting materials: [OH-].[Li+] (lithium hydroxide), COC(C1=CC(C(=O)NC2=CC(=CC=C2)COC2=C(C(=C(C=C2)C(C)=O)O)CCC)=CC=C1)=O (N-[3-(4-acetyl-3-hydroxy-2-propyl-phenoxymethyl)-phenyl]-isophthalamic acid methyl ester), Cl (hydrochloric acid). The reactants are solution, C(C)N(CCN1N=C2C=3C(=C(C=CC13)NC(CN(CC1=CC=CC=C1)CCOCC1=CC=CC=C1)=O)OC1=C2C=C(C=C1)O)CC (N-[2-[2-(diethylamino)-ethyl]-9-hydroxy-2H-[1]benzopyrano[4,3,2-cd]indazol-5-yl]-2-[[2-(phenylmethoxy)ethyl](phenylmethyl)amino]acetamide), CO (methanol). Solvent: O1CCCC1 (tetrahydrofuran), O1CCCC1 (tetrahydrofuran). Conditions: time 24 hour. Product: N=1NC=2C=CC=C3C2C1C1=C(O3)C=CC(=C1)O (2H-[1]benzopyrano[4,3,2-cd]indazol-9-ol). Reaction SMILES: C(N(CC)CC[N:6]1[C:14]2[CH:13]=[CH:12][C:11](NC(=O)CN(CCOCC3C=CC=CC=3)CC3C=CC=CC=3)=[C:10]3[O:37][C:38]4[CH:43]=[CH:42][C:41]([OH:44])=[CH:40][C:39]=4[C:8]([C:9]=23)=[N:7]1)C.CO>O1CCCC1>[N:7]1[NH:6][C:14]2[CH:13]=[CH:12][CH:11]=[C:10]3[O:37][C:38]4[CH:43]=[CH:42][C:41]([OH:44])=[CH:40][C:39]=4[C:8]=1[C:9]=23. Procedure details: To a mixture of 2.45 g of N-[2-[2-(diethylamino)-ethyl]-9-hydroxy-2H-[1]benzopyrano[4,3,2-cd]indazol-5-yl]-2-[[2-(phenylmethoxy)ethyl](phenylmethyl)amino]acetamide in 80 ml of dry tetrahydrofuran under argon was added 40 ml of 1M solution of borane tetrahydrofuran complex in tetrahydrofuran. After 24 hours at 50° C., an additional 3 ml of borane tetrahydrofuran complex was added and the reaction continued for another three hours at 50° C. The mixture was poured into 150 ml of methanol, heated un... Reactants: LiAl(OMe)3H, CC1C2CC(C(C=CC=C(CC3=CC(=C(C(=C3)OC)Cl)N(C(=O)CC(C4(C1O4)C)OC(=O)CC(C)C)C)C)OC)(NC(=O)O2)O (ansamitocins), [Li][Al](OC)OC (LiAl(OMe)2), CC1C2CC(C(C=CC=C(CC3=CC(=C(C(=C3)OC)Cl)N(C(=O)CC(C4(C1O4)C)OC(=O)CC(C)C)C)C)OC)(NC(=O)O2)O (Ansamitocins). Run in O1CCCC1 (tetrahydrofuran), O (water), O (water), C(=O)O (formic acid), O1CCCC1 (Tetrahydrofuran). Conditions: temperature -50 celsius. Yields the product CC1C2CC(C(/C=C/C=C(/CC3=CC(=C(C(=C3)OC)Cl)N(C(=O)CC(C4(C1O4)C)O)C)\C)OC)(NC(=O)O2)O (maytansinol). Isolated yield 71.0%. Reaction SMILES: [CH3:1][CH:2]1[CH:27]2[O:28][C:26]2([CH3:29])[CH:25]([O:30]C(CC(C)C)=O)[CH2:24][C:22](=[O:23])[N:21]([CH3:37])[C:14]2=[C:15]([Cl:20])[C:16]([O:18][CH3:19])=[CH:17][C:12](=[CH:13]2)[CH2:11][C:10]([CH3:38])=[CH:9][CH:8]=[CH:7][CH:6]([O:39][CH3:40])[C:5]2([OH:45])[NH:41][C:42]([O:44][CH:3]1[CH2:4]2)=[O:43].[Li][Al](OC)OC>O.O1CCCC1.C(O)=O>[CH3:1][CH:2]1[CH:27]2[O:28][C:26]2([CH3:29])[CH:25]([OH:30])[CH2:24][C:22](=[O:23])[N:21]([CH3:37])[C:14]2=[C:15]([Cl:20])[C:16]([O:18][CH3:19])=[CH:17][C:12](=[CH:13]2)[CH2:11][C:10]([CH3:38])=[CH:9][CH:8]=[CH:7][CH:6]([O:39][CH3:40])[C:5]2([OH:45])[NH:41][C:42]([O:44][CH:3]1[CH2:4]2)=[O:43]. Reported procedure: This example describes reduction of ansamitocins with LiAl(OMe)2.5H1.5 using water followed by aqueous formic acid quench. Ansamitocins (1.0 g, 1.57 mmol) were weighed into a three necked flask equipped with a thermometer. Tetrahydrofuran (5 mL) was added to the flask with stirring, and the flask was cooled in a −50° C. cooling bath. Once the contents of the flask reached −35° C., a solution of 0.67 M LiAl(OMe)3H in tetrahydrofuran (18.5 mL, 12.4 mmol) was added dropwise by syringe using a syrin... The reactants are COC1=CC(=C(C=C1)N1CCC2=CC=CC=C12)[N+](=O)[O-] (1-(4-methoxy-2-nitrophenyl)indoline), Cl.NC1=C(C=CC(=C1)OC)N1CCC2=CC=CC=C12 (1-(2-amino-4-methoxyphenyl)indoline hydrochloride). Product: NC1=C(C=CC(=C1)OC)N1CCC2=CC=CC=C12 (1-(2-Amino-4-methoxyphenyl)indoline). Reaction SMILES: [CH3:1][O:2][C:3]1[CH:8]=[CH:7][C:6]([N:9]2[C:17]3[C:12](=[CH:13][CH:14]=[CH:15][CH:16]=3)[CH2:11][CH2:10]2)=[C:5]([N+:18]([O-])=O)[CH:4]=1.Cl.NC1C=C(OC)C=CC=1N1C2C(=CC=CC=2)CC1>>[NH2:18][C:5]1[CH:4]=[C:3]([O:2][CH3:1])[CH:8]=[CH:7][C:6]=1[N:9]1[C:17]2[C:12](=[CH:13][CH:14]=[CH:15][CH:16]=2)[CH2:11][CH2:10]1 |f:1.2|. Reported procedure: It is predicted that if 1-(4-methoxy-2-nitrophenyl)indoline of Example 9a is employed and treated in the manner of Example 5b that 1-(2-amino-4-methoxyphenyl)indoline hydrochloride will be obtained. Starting materials: COc1ccc(C#Cc2ccccc2)cc1, Cl, [I-], [Li+], O, Cc1cc(C)nc(C)c1. Product: Oc1ccc(C#Cc2ccccc2)cc1. As a reaction SMILES: [CH3:1][O:2][c:3]1[cH:4][cH:5][c:6]([C:9]#[C:10][c:11]2[cH:12][cH:13][cH:14][cH:15][cH:16]2)[cH:7][cH:8]1.[ClH:28].[I-:26].[Li+:27].[OH2:29].[n:17]1[c:18]([CH3:19])[cH:20][c:21]([CH3:22])[cH:23][c:24]1[CH3:25]>>[OH:2][c:3]1[cH:4][cH:5][c:6]([C:9]#[C:10][c:11]2[cH:12][cH:13][cH:14][cH:15][cH:16]2)[cH:7][cH:8]1. Starting materials: ClC=1C(=NC=C(C1)[N+](=O)[O-])O (3-chloro-2-hydroxy-5-nitropyridine), C(=O)([O-])[O-].[K+].[K+] (K2CO3), CI (MeI). Run in CN(C)C=O (DMF). Reaction conditions: time 1 hour. The product is ClC=1C(N(C=C(C1)[N+](=O)[O-])C)=O (3-chloro-1-methyl-5-nitropyridin-2(1H)-one). Isolated yield 96.0%. RXN SMILES: [Cl:1][C:2]1[C:3]([OH:11])=[N:4][CH:5]=[C:6]([N+:8]([O-:10])=[O:9])[CH:7]=1.[C:12]([O-])([O-])=O.[K+].[K+].CI>CN(C=O)C>[Cl:1][C:2]1[C:3](=[O:11])[N:4]([CH3:12])[CH:5]=[C:6]([N+:8]([O-:10])=[O:9])[CH:7]=1 |f:1.2.3|. Reported procedure: To a stirred suspension of 3-chloro-2-hydroxy-5-nitropyridine (10 g, 57.3 mmol) and K2CO3 (15.84 g, 115 mmol) in DMF (100 mL) under Ar was added MeI (5.37 mL, 86 mmol) at 0° C. The reaction mixture was stirred for 1 hr at rt, concentrated, diluted with water, and extracted with EtOAc. The combined organic layers were washed with water, dried over Na2SO4, and evaporated to afford the title product (10.38 g, 55.0 mmol, 96% yield) as a yellow solid. tR: 2.90 min (HPLC 1).